From a dataset of the Open Reaction Database (ORD), a public repository of structured organic reaction records. describe an organic reaction: reactants, conditions, products, and yield Starting materials: [H-].[H-].[H-].[H-].[Li+].[Al+3] (LiAlH4), FC(C1=CC=C(C=C1)C1=CC=C(C(=O)O)C=C1)(F)F (4-[4-(trifluoromethyl)-phenyl]-benzoic acid), O (H2O), [OH-].[K+] (KOH), O (H2O). Solvent: C1CCOC1 (THF), C1CCOC1 (THF). Conditions: temperature 0 celsius, time 1 hour. The product is FC(C1=CC=C(C=C1)C1=CC=C(C=C1)CO)(F)F ([4-[4-(trifluoromethyl)-phenyl]-phenyl]-methanol). The yield is 79.3%. Reaction SMILES: [H-].[H-].[H-].[H-].[Li+].[Al+3].[F:7][C:8]([F:25])([F:24])[C:9]1[CH:14]=[CH:13][C:12]([C:15]2[CH:23]=[CH:22][C:18]([C:19](O)=[O:20])=[CH:17][CH:16]=2)=[CH:11][CH:10]=1.O.[OH-].[K+]>C1COCC1>[F:7][C:8]([F:24])([F:25])[C:9]1[CH:10]=[CH:11][C:12]([C:15]2[CH:23]=[CH:22][C:18]([CH2:19][OH:20])=[CH:17][CH:16]=2)=[CH:13][CH:14]=1 |f:0.1.2.3.4.5,8.9|. Procedure details: Under nitrogen atmosphere, at 0° C., to a stirring mixture of LiAlH4 (2.0 M THF solution, 3.0 mL, 6.00 mmol) in dry THF (10 mL), commercially available 4-[4-(trifluoromethyl)-phenyl]-benzoic acid (0.4 g, 1.5 mmol) in dry THF (10 mL) was added dropwise. The mixture was left to react at rt for 4 h, then at 0° C. H2O (0.23 mL), 3.0 M KOH solution (0.23 mL) and H2O (0.77 mL) were very slowly added. The mixture was stirred for 1 h at 0° C., filtered to remove the solid residue, and the organic phase ... The reactants are C([O-])([O-])=O.[K+].[K+] (Potassium carbonate), O=C1N(C=2CCCC(C2C(N1)C1=CC=C(C#N)C=C1)=O)C1=CC(=CC=C1)C(F)(F)F (4-(2,5-Dioxo-1-(3-(trifluoromethyl)phenyl)-1,2,3,4,5,6,7,8-octahydroquinazolin-4-yl)-benzonitrile), BrCC1COCC1 (3-(Bromomethyl)tetrahydrofuran). Solvent: CN(C=O)C (N,N-dimethylformamide). Conditions: time 1 hour. Yields the product FC(C=1C=C(C=CC1)N1C(N(C(C=2C(CCCC12)=O)C1=CC=C(C#N)C=C1)CC1COCC1)=O)(F)F (4-(1-(3-(Trifluoromethyl)phenyl)-2,5-dioxo-3-((tetrahydrofuran-3-yl)methyl)-1,2,3,4,5,6,7,8-octahydroquinazolin-4-yl)benzonitrile). RXN SMILES: C(=O)([O-])[O-].[K+].[K+].[O:7]=[C:8]1[NH:17][CH:16]([C:18]2[CH:25]=[CH:24][C:21]([C:22]#[N:23])=[CH:20][CH:19]=2)[C:15]2[C:14](=[O:26])[CH2:13][CH2:12][CH2:11][C:10]=2[N:9]1[C:27]1[CH:32]=[CH:31][CH:30]=[C:29]([C:33]([F:36])([F:35])[F:34])[CH:28]=1.Br[CH2:38][CH:39]1[CH2:43][CH2:42][O:41][CH2:40]1>CN(C)C=O>[F:35][C:33]([F:36])([F:34])[C:29]1[CH:28]=[C:27]([N:9]2[C:10]3[CH2:11][CH2:12][CH2:13][C:14](=[O:26])[C:15]=3[CH:16]([C:18]3[CH:19]=[CH:20][C:21]([C:22]#[N:23])=[CH:24][CH:25]=3)[N:17]([CH2:38][CH:39]3[CH2:43][CH2:42][O:41][CH2:40]3)[C:8]2=[O:7])[CH:32]=[CH:31][CH:30]=1 |f:0.1.2|. Procedure: Potassium carbonate (67 mg, 0.486 mmol) is added to a solution of 4-(2,5-dioxo-1-(3-(tri-fluoromethyl)phenyl)-1,2,3,4,5,6,7,8-octahydroquinazolin-4-yl)-benzonitrile (example 1, 100 mg, 0.243 mmol) in N,N-dimethylformamide (3 mL). 3-(Bromomethyl)tetrahydrofuran (60 mg, 0.365 mmol) is added, and the mixture is stirred at room temperature for 1 h and purified by reversed phase HPLC (Waters Xbridge™-C18, gradient of acetonitrile in water, 0.1% NH3). Yield: 12 mg; ESI mass spectrum [M+H]+=496; Retent... As a reaction SMILES: [CH3:46][OH:47].[CH:1]1([CH2:4][NH:5][C:6]([NH:7][c:8]2[cH:9][cH:10][c:11]([C:12](=[O:13])[N:14]3[CH:15]([C:37](=[O:38])[O:39][CH3:40])[CH2:16][N:17]([CH2:20][c:21]4[cH:22][cH:23][c:24]([C:27]([C:28]([F:29])([F:30])[F:31])([C:32]([F:33])([F:34])[F:35])[OH:36])[cH:25][cH:26]4)[CH2:18][CH2:19]3)[cH:41][cH:42]2)=[O:43])[CH2:2][CH2:3]1.[Na+:45].[OH-:44]>>[CH:1]1([CH2:4][NH:5][C:6]([NH:7][c:8]2[cH:9][cH:10][c:11]([C:12](=[O:13])[N:14]3[CH:15]([C:37](=[O:38])[OH:39])[CH2:16][N:17]([CH2:20][c:21]4[cH:22][cH:23][c:24]([C:27]([C:28]([F:29])([F:30])[F:31])([C:32]([F:33])([F:34])[F:35])[OH:36])[cH:25][cH:26]4)[CH2:18][CH2:19]3)[cH:41][cH:42]2)=[O:43])[CH2:2][CH2:3]1. Starting materials: CO, COC(=O)C1CN(Cc2ccc(C(O)(C(F)(F)F)C(F)(F)F)cc2)CCN1C(=O)c1ccc(NC(=O)NCC2CC2)cc1, [Na+], [OH-]. Yields the product O=C(NCC1CC1)Nc1ccc(C(=O)N2CCN(Cc3ccc(C(O)(C(F)(F)F)C(F)(F)F)cc3)CC2C(=O)O)cc1. Reactants: ice water, ClCCC(=O)NC1=CC=C(C(=O)CCC(=O)O)C=C1 (3-[p-(3-chloropropionylamino)-benzoyl]-propionic acid), C([O-])([O-])=O.[K+].[K+] (potassium carbonate), C1(=CC=CC=C1)N1CCCCC1 (phenylpiperidine). The solvent is CN(C=O)C (dimethylformamide). Product: C1(=CC=CC=C1)C1CCN(CC1)CCC(=O)NC1=CC=C(C(=O)CCC(=O)O)C=C1 (3-{p-[3-(4-phenylpiperidino)propionylamino]-benzoyl}-propionic acid). The yield is 171.4%. As a reaction SMILES: Cl[CH2:2][CH2:3][C:4]([NH:6][C:7]1[CH:19]=[CH:18][C:10]([C:11]([CH2:13][CH2:14][C:15]([OH:17])=[O:16])=[O:12])=[CH:9][CH:8]=1)=[O:5].C(=O)([O-])[O-].[K+].[K+].C1([N:32]2[CH2:37][CH2:36][CH2:35][CH2:34][CH2:33]2)C=CC=CC=1>CN(C)C=O>[C:7]1([CH:35]2[CH2:34][CH2:33][N:32]([CH2:2][CH2:3][C:4]([NH:6][C:7]3[CH:19]=[CH:18][C:10]([C:11]([CH2:13][CH2:14][C:15]([OH:17])=[O:16])=[O:12])=[CH:9][CH:8]=3)=[O:5])[CH2:37][CH2:36]2)[CH:19]=[CH:18][CH:10]=[CH:9][CH:8]=1 |f:1.2.3|. Procedure: 56 g (200 millimoles) of 3-[p-(3-chloropropionylamino)-benzoyl]-propionic acid were stirred with 60.7 g (440 millimoles) of potassium carbonate and 35.5 g (220 millimoles) of phenylpiperidine in 900 ml of dimethylformamide for 8 hours at 80° C. 2 kg of ice/water were added, after which the crystals were filtered off under suction and recrystallized from dimethylformamide/water, and the product was dried at 50° C. under greatly reduced pressure. 70 g (86%) of 3-{p-[3-(4-phenylpiperidino)propionyl... Reactants: COC(=O)c1nn2c(c1OCc1ccccc1)C(=O)N(C)CC2COS(C)(=O)=O, C1CCNCC1, CN(C)C=O. Yields the product COC(=O)c1nn2c(c1OCc1ccccc1)C(=O)N(C)CC2CN1CCCCC1. Reaction SMILES: [CH2:1]([c:2]1[cH:3][cH:4][cH:5][cH:6][cH:7]1)[O:8][c:9]1[c:10]([C:26](=[O:27])[O:28][CH3:29])[n:11][n:12]2[c:13]1[C:14](=[O:25])[N:15]([CH3:24])[CH2:16][CH:17]2[CH2:18][O:19][S:20]([CH3:21])(=[O:22])=[O:23].[CH2:30]1[CH2:31][CH2:32][NH:33][CH2:34][CH2:35]1.[O:36]=[CH:37][N:38]([CH3:39])[CH3:40]>>[CH2:1]([c:2]1[cH:3][cH:4][cH:5][cH:6][cH:7]1)[O:8][c:9]1[c:10]([C:26](=[O:27])[O:28][CH3:29])[n:11][n:12]2[c:13]1[C:14](=[O:25])[N:15]([CH3:24])[CH2:16][CH:17]2[CH2:18][N:33]1[CH2:32][CH2:31][CH2:30][CH2:35][CH2:34]1. The reactants are C(Cl)Cl (CH2Cl2), C(C)OC(C=CC1=CC=C(C=C1)[N+](=O)[O-])=O (Ethyl-3-(4-nitrophenyl)prop-2-enoate), CC1=CC=C(C=C1)S(=O)(=O)C[N+]#[C-] (TosMIC), [H-].[Na+] (NaH). Run in [Cl-].[Na+].O (Brine), CS(=O)C.CCOCC (DMSO Et2O), CCOCC (Et2O). Conditions: time 3 hour. Product: C(C)OC(=O)C1=CNC=C1C1=CC=C(C=C1)[N+](=O)[O-] (3-(Ethoxycarbonyl)-4-(4-nitrophenyl)pyrrole). Yield: 73.4%. Reaction SMILES: [CH2:1]([O:3][C:4](=[O:16])[CH:5]=[CH:6][C:7]1[CH:12]=[CH:11][C:10]([N+:13]([O-:15])=[O:14])=[CH:9][CH:8]=1)[CH3:2].CC1C=CC(S([CH2:27][N+:28]#[C-:29])(=O)=O)=CC=1.[H-].[Na+].C(Cl)Cl>CS(C)=O.CCOCC.CCOCC.[Cl-].[Na+].O>[CH2:1]([O:3][C:4]([C:5]1[C:6]([C:7]2[CH:12]=[CH:11][C:10]([N+:13]([O-:15])=[O:14])=[CH:9][CH:8]=2)=[CH:29][NH:28][CH:27]=1)=[O:16])[CH3:2] |f:2.3,5.6,8.9.10|. Reported procedure: A solution of 54 (3.74 g, 16.91 mmol) and TosMIC (3.30 g, 16.92 mmol) in DMSO/Et2O (1:2, 33 mL) was added via cannula to a vigorously stirred suspension of NaH (842 mg, 35.1 mmol) in Et2O (15 mL) under argon. Stirring was continued for 3 h. Brine and CH2Cl2 were added in small portions. The aqueous layer was extracted with CH2Cl2. The organic extract was washed with brine. The solvent was removed at reduced pressure, and the oily residue was chromatographed [silica, CH2Cl2/ethyl acetate (9:1)] t...